From a dataset of the Open Reaction Database (ORD), a public repository of structured organic reaction records. describe an organic reaction: reactants, conditions, products, and yield Reaction SMILES: [CH2:24]([CH:25]=[CH2:26])[Br:27].[CH:28]([OH:29])([CH3:30])[CH3:31].[I-:23].[K+:22].[c:1]1([NH:7][NH:8][C:9]([c:10]2[cH:11][c:12]([S:17]([NH2:18])(=[O:19])=[O:20])[c:13]([Cl:16])[cH:14][cH:15]2)=[O:21])[cH:2][cH:3][cH:4][cH:5][cH:6]1>>[c:1]1([N:7]([NH:8][C:9]([c:10]2[cH:11][c:12]([S:17]([NH2:18])(=[O:19])=[O:20])[c:13]([Cl:16])[cH:14][cH:15]2)=[O:21])[CH2:26][CH:25]=[CH2:24])[cH:2][cH:3][cH:4][cH:5][cH:6]1. Product: C=CCN(NC(=O)c1ccc(Cl)c(S(N)(=O)=O)c1)c1ccccc1. Reactants: C=CCBr, CC(C)O, [I-], [K+], NS(=O)(=O)c1cc(C(=O)NNc2ccccc2)ccc1Cl.